The task is: describe an organic reaction: reactants, conditions, products, and yield. This data is from the Open Reaction Database (ORD), a public repository of structured organic reaction records. The reactants are [H-].[Na+] (NaH), ClC1=CC=C(C=C1)C1N(C(C=2NN=C(C21)C)=O)C=2C=C(C=1N(C2)C(=NN1)C)C (4-(4-chlorophenyl)-5-(3,8-dimethyl-[1,2,4]triazolo[4,3-a]pyridin-6-yl)-3-methyl-4,5-dihydropyrrolo[3,4-c]pyrazol-6(1H)-one), ICC (Iodoethane). Solvent: CCOCC (Et2O), CN(C)C=O (DMF). Conditions: temperature 0 celsius, time 30 minute. The product is ClC1=CC=C(C=C1)C1N(C(C2=NN(C(=C21)C)CC)=O)C=2C=C(C=1N(C2)C(=NN1)C)C (4-(4-chlorophenyl)-5-(3,8-dimethyl-[1,2,4]triazolo[4,3-a]pyridin-6-yl)-2-ethyl-3-methyl-4,5-dihydropyrrolo[3,4-c]pyrazol-6(2H)-one). The yield is 18.0%. RXN SMILES: [H-].[Na+].[Cl:3][C:4]1[CH:9]=[CH:8][C:7]([CH:10]2[C:17]3[C:16]([CH3:18])=[N:15][NH:14][C:13]=3[C:12](=[O:19])[N:11]2[C:20]2[CH:21]=[C:22]([CH3:30])[C:23]3[N:24]([C:26]([CH3:29])=[N:27][N:28]=3)[CH:25]=2)=[CH:6][CH:5]=1.I[CH2:32][CH3:33]>CN(C=O)C.CCOCC>[Cl:3][C:4]1[CH:9]=[CH:8][C:7]([CH:10]2[C:17]3[C:13](=[N:14][N:15]([CH2:32][CH3:33])[C:16]=3[CH3:18])[C:12](=[O:19])[N:11]2[C:20]2[CH:21]=[C:22]([CH3:30])[C:23]3[N:24]([C:26]([CH3:29])=[N:27][N:28]=3)[CH:25]=2)=[CH:6][CH:5]=1 |f:0.1|. Reported procedure: NaH (21.18 mg, 0.529 mmol) was added to a stirred solution of 4-(4-chlorophenyl)-5-(3,8-dimethyl-[1,2,4]triazolo[4,3-a]pyridin-6-yl)-3-methyl-4,5-dihydropyrrolo[3,4-c]pyrazol-6(1H)-one (Example 98) (160 mg, 0.407 mmol) in DMF (4 mL) at 0° C. and the resulting mixture was stirred at 0° C. for 30 min. Iodoethane (0.039 mL, 0.489 mmol) was added and the reaction mixture was stirred at RT for 30 min. The reaction was quenched with water, diluted with EtOAc and both phases were separated. The aq. lay... The reactants are CCO, O=C1NC(Cc2ccc(C(F)(F)F)cc2)C(c2ccc(F)cc2F)O1, [Na+], [OH-]. Product: NC(Cc1ccc(C(F)(F)F)cc1)C(O)c1ccc(F)cc1F. RXN SMILES: [CH3:28][CH2:29][OH:30].[F:1][c:2]1[c:3]([CH:9]2[CH:10]([CH2:15][c:16]3[cH:17][cH:18][c:19]([C:22]([F:23])([F:24])[F:25])[cH:20][cH:21]3)[NH:11][C:12](=[O:14])[O:13]2)[cH:4][cH:5][c:6]([F:8])[cH:7]1.[Na+:27].[OH-:26]>>[F:1][c:2]1[c:3]([CH:9]([CH:10]([NH2:11])[CH2:15][c:16]2[cH:17][cH:18][c:19]([C:22]([F:23])([F:24])[F:25])[cH:20][cH:21]2)[OH:13])[cH:4][cH:5][c:6]([F:8])[cH:7]1.